Dataset: the Open Reaction Database (ORD), a public repository of structured organic reaction records. Task: describe an organic reaction: reactants, conditions, products, and yield The reactants are CCO, O=C(O)C=CC12CC(c3ccccc31)c1ccccc12. Yields the product O=C(O)CCC12CC(c3ccccc31)c1ccccc12. RXN SMILES: [CH3:21][CH2:22][OH:23].[cH:1]1[cH:2][cH:3][cH:4][c:5]2[c:14]1[C:13]1([CH:16]=[CH:17][C:18](=[O:19])[OH:20])[c:12]3[c:7]([cH:8][cH:9][cH:10][cH:11]3)[CH:6]2[CH2:15]1>>[cH:1]1[cH:2][cH:3][cH:4][c:5]2[c:14]1[C:13]1([CH2:16][CH2:17][C:18](=[O:19])[OH:20])[c:12]3[c:7]([cH:8][cH:9][cH:10][cH:11]3)[CH:6]2[CH2:15]1. The reactants are ClC1=NC=NC(=N1)Cl (2,4-dichloro-1,3,5-triazine), C(=O)([O-])[O-].[K+].[K+] (K2CO3), CNC1=CC(=CC=C1)Cl (N-methyl-3-chloroaniline). Solvent: C(=O)(C)C#N (AcCN). Run at temperature 0 celsius, time 2 hour. Yields the product CN1C(N=C(N=C1)NC1=CC(=CC=C1)Cl)Cl (N-methyl-2-chloro-4-(3-chloroanilino)-1,3,5-triazine). Reaction SMILES: Cl[C:2]1[N:7]=[C:6]([Cl:8])[N:5]=[CH:4][N:3]=1.[C:9]([O-])([O-])=O.[K+].[K+].C[NH:16][C:17]1[CH:22]=[CH:21][CH:20]=[C:19]([Cl:23])[CH:18]=1>C(C#N)(C)=O>[CH3:9][N:5]1[CH:4]=[N:3][C:2]([NH:16][C:17]2[CH:22]=[CH:21][CH:20]=[C:19]([Cl:23])[CH:18]=2)=[N:7][CH:6]1[Cl:8] |f:1.2.3|. Reported procedure: A mixture of the compound 2,4-dichloro-1,3,5-triazine (2.5 g, 16.7 mmol) and solid K2CO3 (6.9 g, 49.9 mmol) was suspended in AcCN (50 mL) under nitrogen at 0° C. followed by addition of N-methyl-3-chloroaniline (2.5 g, 17.7 mmol). The mixture was stirred at 0° C. for 2 h. The reaction was quenched by pouring onto ice/water. The white solid formed was collected by suction filtration and dried under vacuum to give N-methyl-2-chloro-4-(3-chloroanilino)-1,3,5-triazine. MS m/z=256. Calc'd for C10H8Cl...